From a dataset of the Open Reaction Database (ORD), a public repository of structured organic reaction records. describe an organic reaction: reactants, conditions, products, and yield The reactants are ClC12CC(CCC2O1)(F)Cl (1,3-dichloro-3-fluoro-7-oxabicyclo[4.1.0]heptane), BrC1(C(C(CCC1)(F)Cl)O)Cl (2-bromo-2,6-dichloro-6-fluorocyclohexanol), [OH-].[Na+] (sodium hydroxide). Solvent: O (water). The product is BrC12CC(CCC2O1)(F)Cl (1-bromo-3-chloro-3-fluoro-7-oxabicyclo[4.1.0]heptane). The yield is 80.0%. Reaction SMILES: Cl[C:2]12[O:8][CH:7]1[CH2:6][CH2:5][C:4]([Cl:10])([F:9])[CH2:3]2.[Br:11]C1(Cl)CCCC(Cl)(F)C1O.[OH-].[Na+]>O>[Br:11][C:2]12[O:8][CH:7]1[CH2:6][CH2:5][C:4]([Cl:10])([F:9])[CH2:3]2 |f:2.3|. Procedure: The same procedure was followed as for the production of 2e in Example 17: it was performed with 0.20 g (0.75 mmol) of alcohol 1i, 3 cm3 of water and 0.12 g (3 mmol) of sodium hydroxide. Reaction time: 1 h 15 min; ether extraction (4×7 cm3). After treatment, 0.15 g of epoxide 2g were obtained (macrobore GC purity>97.5%), having a yield of 80%. Reactants: C(#N)C1=CC(=C(OCCCOC=2C=C3CC[C@H](C3=CC2)CC(=O)OCC)C=C1)CCC (ethyl {(1S)-5-[3-(4-cyano-2-propylphenoxy)propoxy]-2,3-dihydro-1H-inden-1-yl}acetate), S (H2S), C(C)NCC (diethylamine). Solvent: CN(C)C=O (DMF), CN(C)C=O (DMF). Reaction conditions: temperature 60 celsius, time 3 hour. The product is NC(=S)C1=CC(=C(OCCCOC=2C=C3CC[C@H](C3=CC2)CC(=O)OCC)C=C1)CCC (ethyl ((1S)-5-{3-[4-(aminocarbonothioyl)-2-propylphenoxy]propoxy}-2,3-dihydro-1H-inden-1-yl)acetate). Yield: 76.0%. RXN SMILES: [C:1]([C:3]1[CH:28]=[CH:27][C:6]([O:7][CH2:8][CH2:9][CH2:10][O:11][C:12]2[CH:13]=[C:14]3[C:18](=[CH:19][CH:20]=2)[C@H:17]([CH2:21][C:22]([O:24][CH2:25][CH3:26])=[O:23])[CH2:16][CH2:15]3)=[C:5]([CH2:29][CH2:30][CH3:31])[CH:4]=1)#[N:2].[SH2:32].C(NCC)C>CN(C=O)C>[NH2:2][C:1]([C:3]1[CH:28]=[CH:27][C:6]([O:7][CH2:8][CH2:9][CH2:10][O:11][C:12]2[CH:13]=[C:14]3[C:18](=[CH:19][CH:20]=2)[C@H:17]([CH2:21][C:22]([O:24][CH2:25][CH3:26])=[O:23])[CH2:16][CH2:15]3)=[C:5]([CH2:29][CH2:30][CH3:31])[CH:4]=1)=[S:32]. Procedure details: To a solution of ethyl {(1S)-5-[3-(4-cyano-2-propylphenoxy)propoxy]-2,3-dihydro-1H-inden-1-yl}acetate (Example 143, 1.2 g, 2.9 mmol) in DMF (anhydrous, 15 mL) under argon at rt was passed H2S gas at a moderate rate for 20 min. Then, a solution of diethylamine (0.3 g, 4.3 mmol) in DMF (3 mL) was added in one portion, and the reaction mixture was stirred at 60° C. for 3 h. Upon completion, the reaction was cooled to rt and argon was passed through the reaction mixture for 1 h to remove residual H2... Reactants: [Al+3], O=C([O-])O, C1CCOC1, COC(=O)c1cnc(N2CCCC2)c(F)c1, [H-], [H-], [H-], [H-], [Li+], [Na+]. Product: OCc1cnc(N2CCCC2)c(F)c1. As a reaction SMILES: [Al+3:2].[C:23](=[O:24])([O-:25])[OH:26].[CH2:28]1[O:29][CH2:30][CH2:31][CH2:32]1.[F:7][c:8]1[c:9]([N:18]2[CH2:19][CH2:20][CH2:21][CH2:22]2)[n:10][cH:11][c:12]([C:13](=[O:14])[O:15][CH3:16])[cH:17]1.[H-:1].[H-:4].[H-:5].[H-:6].[Li+:3].[Na+:27]>>[F:7][c:8]1[c:9]([N:18]2[CH2:19][CH2:20][CH2:21][CH2:22]2)[n:10][cH:11][c:12]([CH2:13][OH:14])[cH:17]1. The reactants are N1=CC(=CC=C1)C1=CC=C2CC(NC2=C1)=O (6-pyridin-3-yl-1,3-dihydro-indol-2-one), COC1=C(C=C(C=O)C=C1)C=1SC=CC1 (4-methoxy-3-thiophen-2-yl-benzaldehyde), N1CCCCC1 (piperidine). The solvent is C(C)O (ethanol), CCOCC (ether). Reaction conditions: time 8 hour. The product is COC1=C(C=C(C=C2C(NC3=CC(=CC=C23)C=2C=NC=CC2)=O)C=C1)C=1SC=CC1 (3-(4-methoxy-3-thiophen-2-yl-benzylidene)-6-pyridin-3-yl-1,3-dihydroindol-2-one). Yield: 14.6%. Reaction SMILES: [N:1]1[CH:6]=[CH:5][CH:4]=[C:3]([C:7]2[CH:15]=[C:14]3[C:10]([CH2:11][C:12](=[O:16])[NH:13]3)=[CH:9][CH:8]=2)[CH:2]=1.[CH3:17][O:18][C:19]1[CH:26]=[CH:25][C:22]([CH:23]=O)=[CH:21][C:20]=1[C:27]1[S:28][CH:29]=[CH:30][CH:31]=1.N1CCCCC1>C(O)C.CCOCC>[CH3:17][O:18][C:19]1[CH:26]=[CH:25][C:22]([CH:23]=[C:11]2[C:10]3[C:14](=[CH:15][C:7]([C:3]4[CH:2]=[N:1][CH:6]=[CH:5][CH:4]=4)=[CH:8][CH:9]=3)[NH:13][C:12]2=[O:16])=[CH:21][C:20]=1[C:27]1[S:28][CH:29]=[CH:30][CH:31]=1. Procedure details: A mixture of 6-pyridin-3-yl-1,3-dihydro-indol-2-one (100 mg, 0.5 mmol), 4-methoxy-3-thiophen-2-yl-benzaldehyde (110 mg, 0.5 mmol) and piperidine (0.23 mL) in ethanol (4 mL) was heated to reflux and stirred overnight. The reaction mixture was then cooled and diluted with ether to afford a precipitate which removed by filtration. Thefiltrate was column chromatographed (eluant—isopropanol/dichloromethane) to give 30 mg (15%) of 3-(4-methoxy-3-thiophen-2-yl-benzylidene)-6-pyridin-3-yl-1,3-dihydroind...